From a dataset of the Open Reaction Database (ORD), a public repository of structured organic reaction records. describe an organic reaction: reactants, conditions, products, and yield Reactants: CC(=O)[O-], CCO, O=Cc1ccccc1, NNC(=S)NC1CC2C=CC1C2, [Na+], O. The product is S=C(NN=Cc1ccccc1)NC1CC2C=CC1C2. Reaction SMILES: [CH3:22][C:23](=[O:24])[O-:25].[CH3:26][CH2:27][OH:28].[CH:13](=[O:14])[c:15]1[cH:16][cH:17][cH:18][cH:19][cH:20]1.[CH:1]12[CH:2]([NH:8][C:9](=[S:10])[NH:11][NH2:12])[CH2:3][CH:4]([CH:5]=[CH:6]1)[CH2:7]2.[Na+:21].[OH2:29]>>[CH:1]12[CH:2]([NH:8][C:9](=[S:10])[NH:11][N:12]=[CH:13][c:15]3[cH:16][cH:17][cH:18][cH:19][cH:20]3)[CH2:3][CH:4]([CH:5]=[CH:6]1)[CH2:7]2.